This data is from the Open Reaction Database (ORD), a public repository of structured organic reaction records. The task is: describe an organic reaction: reactants, conditions, products, and yield Starting materials: Cc1cc(Nc2nn(-c3ccc(C(C)(C)C)cc3)c(=O)c3ccc(Br)cc23)n(C(C)(C)C)n1, O=CO. Product: Cc1cc(Nc2nn(-c3ccc(C(C)(C)C)cc3)c(=O)c3ccc(Br)cc23)[nH]n1. RXN SMILES: [Br:1][c:2]1[cH:3][c:4]2[c:5]([NH:23][c:24]3[n:25]([C:30]([CH3:31])([CH3:32])[CH3:33])[n:26][c:27]([CH3:29])[cH:28]3)[n:6][n:7](-[c:13]3[cH:14][cH:15][c:16]([C:19]([CH3:20])([CH3:21])[CH3:22])[cH:17][cH:18]3)[c:8](=[O:12])[c:9]2[cH:10][cH:11]1.[CH:34]([OH:35])=[O:36]>>[Br:1][c:2]1[cH:3][c:4]2[c:5]([NH:23][c:24]3[nH:25][n:26][c:27]([CH3:29])[cH:28]3)[n:6][n:7](-[c:13]3[cH:14][cH:15][c:16]([C:19]([CH3:20])([CH3:21])[CH3:22])[cH:17][cH:18]3)[c:8](=[O:12])[c:9]2[cH:10][cH:11]1. Reactants: C(C1=CC=CC=C1)C1=C(C(=CC=C1)Br)O (2-benzyl-6-bromophenol), C(=O)([O-])[O-].[K+].[K+] (K2CO3), BrCC1=CC=C(C(=O)OC)C=C1 (methyl 4-bromomethylbenzoate). The solvent is CN(C)C=O (DMF). Reaction conditions: time 8 hour. The product is C(C1=CC=CC=C1)C1=C(OCC2=CC=C(C(=O)OC)C=C2)C(=CC=C1)Br (methyl 4-(2-benzyl-6-bromophenoxymethyl)benzoate). Isolated yield 118.8%. Reaction SMILES: [CH2:1]([C:8]1[CH:13]=[CH:12][CH:11]=[C:10]([Br:14])[C:9]=1[OH:15])[C:2]1[CH:7]=[CH:6][CH:5]=[CH:4][CH:3]=1.C([O-])([O-])=O.[K+].[K+].Br[CH2:23][C:24]1[CH:33]=[CH:32][C:27]([C:28]([O:30][CH3:31])=[O:29])=[CH:26][CH:25]=1>CN(C=O)C>[CH2:1]([C:8]1[CH:13]=[CH:12][CH:11]=[C:10]([Br:14])[C:9]=1[O:15][CH2:23][C:24]1[CH:33]=[CH:32][C:27]([C:28]([O:30][CH3:31])=[O:29])=[CH:26][CH:25]=1)[C:2]1[CH:3]=[CH:4][CH:5]=[CH:6][CH:7]=1 |f:1.2.3|. Procedure: A solution of 2-benzyl-6-bromophenol (3.2 g, 12.2 mmol) in DMF (50 ml) was treated with K2CO3 (2.19 g, 15.9 mmol) and methyl 4-bromomethylbenzoate (3.21 g, 14.02 mmol). The reaction was stirred at ambient temperature overnight, filtered and partitioned between ethyl acetate and water. The organic phase was washed with water (4×), dried (MgSO4) and evaporated to give methyl 4-(2-benzyl-6-bromophenoxymethyl)benzoate (5.96 g), which was used without further purification. MS(CI+):411(M+H)+ The reactants are ClC1=NC=CC(=C1)NC(=O)C1=NC(=CC(=C1)B1OC(C(O1)(C)C)(C)C)C (6-Methyl-4-(4,4,5,5-tetramethyl-[1,3,2]dioxaborolan-2-yl)-pyridine-2-carboxylic acid (2-chloro-pyridin-4-yl)-amide), BrC1=CC(=NC=C1)C (4-Bromo-2-methylpyridine). The product is ClC1=NC=CC(=C1)NC(=O)C1=NC(=CC(=C1)C1=CC(=NC=C1)C)C (6,2′-Dimethyl-[4,4′]bipyridinyl-2-carboxylic acid (2-chloro-pyridin-4-yl)-amide). As a reaction SMILES: [Cl:1][C:2]1[CH:7]=[C:6]([NH:8][C:9]([C:11]2[CH:16]=[C:15](B3OC(C)(C)C(C)(C)O3)[CH:14]=[C:13]([CH3:26])[N:12]=2)=[O:10])[CH:5]=[CH:4][N:3]=1.Br[C:28]1[CH:33]=[CH:32][N:31]=[C:30]([CH3:34])[CH:29]=1>>[Cl:1][C:2]1[CH:7]=[C:6]([NH:8][C:9]([C:11]2[CH:16]=[C:15]([C:28]3[CH:33]=[CH:32][N:31]=[C:30]([CH3:34])[CH:29]=3)[CH:14]=[C:13]([CH3:26])[N:12]=2)=[O:10])[CH:5]=[CH:4][N:3]=1. Procedure: The title compound, was prepared from 6-Methyl-4-(4,4,5,5-tetramethyl-[1,3,2]dioxaborolan-2-yl)-pyridine-2-carboxylic acid (2-chloro-pyridin-4-yl)-amide in accordance with the general method of example 131, step 2 using 4-Bromo-2-methylpyridine instead of 3-Trifluoromethyl-5-bromopyridine to yield the final compound as a white solid, MS (ISP): m/e=339.1, 341.1 (M+H)+. Reactants: COC(=O)c1ccc(Br)c(C)c1, O=C([O-])[O-], [K+], [K+], C1COCCO1, Cc1ccccc1B(O)O. The product is COC(=O)c1ccc(-c2ccccc2C)c(C)c1. RXN SMILES: [Br:1][c:2]1[c:3]([CH3:12])[cH:4][c:5]([C:6](=[O:7])[O:8][CH3:9])[cH:10][cH:11]1.[C:23](=[O:24])([O-:25])[O-:26].[K+:27].[K+:28].[O:29]1[CH2:30][CH2:31][O:32][CH2:33][CH2:34]1.[c:13]1([CH3:22])[c:14]([B:19]([OH:20])[OH:21])[cH:15][cH:16][cH:17][cH:18]1>>[c:2]1(-[c:14]2[c:13]([CH3:22])[cH:18][cH:17][cH:16][cH:15]2)[c:3]([CH3:12])[cH:4][c:5]([C:6](=[O:7])[O:8][CH3:9])[cH:10][cH:11]1. Starting materials: COC(CC(=O)C1CC1)=O (3-cyclopropyl-3-oxo-propionic acid methyl ester), C(C)OC(C1=C(C=CC=C1)N)=O (2-amino benzoic acid ethyl ester), C1(=CC=CC=C1)C (toluene). Reagents/catalysts: C1(=CC=C(C=C1)S(=O)(=O)O)C (p-toluene sulfonic acid). Reaction conditions: temperature 120 celsius, time 2 hour. Product: C(C)OC(=O)C1=C(NC2=CC=CC=C2C1=O)C1CC1 (2-cyclopropyl-4-oxo-1,4-dihydro-quinoline-3-carboxylic acid ethyl ester). Yield: 53.0%. As a reaction SMILES: [CH3:1][O:2][C:3](=[O:10])[CH2:4][C:5]([CH:7]1[CH2:9][CH2:8]1)=O.C([O:13][C:14](=O)[C:15]1[CH:20]=[CH:19][CH:18]=[CH:17][C:16]=1[NH2:21])C.[C:23]1(C)C=CC=CC=1>C1(C)C=CC(S(O)(=O)=O)=CC=1>[CH2:1]([O:2][C:3]([C:4]1[C:14](=[O:13])[C:15]2[C:16](=[CH:17][CH:18]=[CH:19][CH:20]=2)[NH:21][C:5]=1[CH:7]1[CH2:9][CH2:8]1)=[O:10])[CH3:23]. Procedure details: A solution of 3-cyclopropyl-3-oxo-propionic acid methyl ester (6.2 g, 0.038 mols), 2-amino benzoic acid ethyl ester (4.95 g, 0.03 mols) and p-toluene sulfonic acid (0.04 g, 0.2 mmols) in toluene (25 ml) was heated at 125° C. for 2 h; 15 ml of solvent was then distilled. To the residual orange solution was added sodium ethoxide (2 M, 15 ml) in ethanol (reaction mixture turns red). This red mixture was stirred at 120° C. for 2 h; 15 ml of solvent was again distilled. The reaction mixture was left ... The reactants are COCC1=NNC=C1C(=O)OC (methyl 3-(methoxymethyl)-1H-pyrazole-4-carboxylate), ClC1=NC=CC(=C1)C(F)(F)F (2-chloro-4-trifluoromethylpyridine), C([O-])([O-])=O.[K+].[K+] (potassium carbonate). The solvent is CN(C=O)C (N,N-dimethylformamide). Reaction conditions: temperature 100 celsius, time 8 hour. Product: COCC1=NN(C=C1C(=O)OC)C1=NC=CC(=C1)C(F)(F)F (methyl 3-(methoxymethyl)-1-[4-(trifluoromethyl)pyridin-2-yl]-1H-pyrazole-4-carboxylate). Yield: 18.6%. Reaction SMILES: [CH3:1][O:2][CH2:3][C:4]1[C:8]([C:9]([O:11][CH3:12])=[O:10])=[CH:7][NH:6][N:5]=1.Cl[C:14]1[CH:19]=[C:18]([C:20]([F:23])([F:22])[F:21])[CH:17]=[CH:16][N:15]=1.C(=O)([O-])[O-].[K+].[K+]>CN(C)C=O>[CH3:1][O:2][CH2:3][C:4]1[C:8]([C:9]([O:11][CH3:12])=[O:10])=[CH:7][N:6]([C:14]2[CH:19]=[C:18]([C:20]([F:23])([F:22])[F:21])[CH:17]=[CH:16][N:15]=2)[N:5]=1 |f:2.3.4|. Procedure: To a solution of methyl 3-(methoxymethyl)-1H-pyrazole-4-carboxylate (1.8 g) synthesized in Example 29(1) in N,N-dimethylformamide (20 mL) were added 2-chloro-4-trifluoromethylpyridine (2.0 g) and potassium carbonate (2.3 g), and the mixture was stirred at 100° C. overnight. The reaction mixture was allowed to cool to room temperature and filtered through celite, water was added to the filtrate, and the mixture was extracted with diethyl ether. The extract was washed with brine, dried over magnes... Reactants: [BH-](OC(=O)C)(OC(=O)C)OC(=O)C.[Na+] (NaBH(OAc)3), C=O (formaldehyde), C(C)(=O)O (acetic acid), ClC=1C(=NC=C(C1)C(NC=1SC(=C(N1)C=1SC=C(C1)Cl)CNC1CCC1)=O)N1CCC(CC1)C(=O)OCC (ethyl 1-[3-chloro-5-({4-(4-chlorothiophen-2-yl)-5-[(cyclobutylamino)methyl]thiazol-2-yl}carbamoyl)-2-pyridyl]piperidine-4-carboxylate). Solvent: C(Cl)(Cl)Cl (Chloroform), ClCCCl (1.2-dichloroethane). Conditions: time 1 hour. Product: ClC=1C(=NC=C(C1)C(NC=1SC(=C(N1)C=1SC=C(C1)Cl)CN(C)C1CCC1)=O)N1CCC(CC1)C(=O)OCC (ethyl 1-{3-chloro-5-[(4-(4-chlorothiophen-2-yl)-5-{[cyclobutyl(methyl)amino]methyl}thiazol-2-yl)carbamoyl]-2-pyridyl}piperidine-4-carboxylate). RXN SMILES: C=O.[C:3](O)(=O)C.[Cl:7][C:8]1[C:9]([N:34]2[CH2:39][CH2:38][CH:37]([C:40]([O:42][CH2:43][CH3:44])=[O:41])[CH2:36][CH2:35]2)=[N:10][CH:11]=[C:12]([C:14](=[O:33])[NH:15][C:16]2[S:17][C:18]([CH2:27][NH:28][CH:29]3[CH2:32][CH2:31][CH2:30]3)=[C:19]([C:21]3[S:22][CH:23]=[C:24]([Cl:26])[CH:25]=3)[N:20]=2)[CH:13]=1.[BH-](OC(C)=O)(OC(C)=O)OC(C)=O.[Na+]>C(Cl)(Cl)Cl.ClCCCl>[Cl:7][C:8]1[C:9]([N:34]2[CH2:39][CH2:38][CH:37]([C:40]([O:42][CH2:43][CH3:44])=[O:41])[CH2:36][CH2:35]2)=[N:10][CH:11]=[C:12]([C:14](=[O:33])[NH:15][C:16]2[S:17][C:18]([CH2:27][N:28]([CH:29]3[CH2:32][CH2:31][CH2:30]3)[CH3:3])=[C:19]([C:21]3[S:22][CH:23]=[C:24]([Cl:26])[CH:25]=3)[N:20]=2)[CH:13]=1 |f:3.4|. Reported procedure: 110 μl of a formaldehyde aqueous solution (35%) and 76 μl of acetic acid were added to 2 ml of 1.2-dichloroethane solution of 79 mg of ethyl 1-[3-chloro-5-({4-(4-chlorothiophen-2-yl)-5-[(cyclobutylamino)methyl]thiazol-2-yl}carbamoyl)-2-pyridyl]piperidine-4-carboxylate, and the mixture was stirred at room temperature for 1 hour. Subsequently, 45 mg of NaBH(OAc)3 was added, and the solution was stirred at room temperature for 1 hour. Chloroform was added to the reaction solution, and the organic l... Starting materials: NC1=C(C(=O)NC2=CC=NC=C2)C=C(C=N1)Br (2-amino-5-bromo-N-pyridin-4-yl-nicotinamide), Cl.NCC1=CC=C(C=C1)B(O)O (4-aminomethyl-phenylboronic acid hydrochloride). The product is NC1=C(C(=O)NC2=CC=NC=C2)C=C(C=N1)C1=CC=C(C=C1)CN (2-Amino-5-(4-aminomethyl-phenyl)-N-pyridin-4-yl-nicotinamide). Reaction SMILES: [NH2:1][C:2]1[N:16]=[CH:15][C:14](Br)=[CH:13][C:3]=1[C:4]([NH:6][C:7]1[CH:12]=[CH:11][N:10]=[CH:9][CH:8]=1)=[O:5].Cl.[NH2:19][CH2:20][C:21]1[CH:26]=[CH:25][C:24](B(O)O)=[CH:23][CH:22]=1>>[NH2:1][C:2]1[N:16]=[CH:15][C:14]([C:24]2[CH:25]=[CH:26][C:21]([CH2:20][NH2:19])=[CH:22][CH:23]=2)=[CH:13][C:3]=1[C:4]([NH:6][C:7]1[CH:12]=[CH:11][N:10]=[CH:9][CH:8]=1)=[O:5] |f:1.2|. Reported procedure: Reaction of 2-amino-5-bromo-N-pyridin-4-yl-nicotinamide with 4-aminomethyl-phenylboronic acid hydrochloride gives “A77”; method 1: HPLC/MS: 1.07 min, [M+H]=320; The reactants are ClCCC[Si](OC)(OC)C (chloropropylmethyldimethoxysilane), NCCN1CCNCC1 (2-aminoethylpiperazine). Product: C[Si](CCCNCCN1CCNCC1)(OC)OC (1-[2-[3-(Methyldimethoxysilyl)propyl]aminoethyl]piperazine). The yield is 44.5%. Reaction SMILES: Cl[CH2:2][CH2:3][CH2:4][Si:5]([CH3:10])([O:8][CH3:9])[O:6][CH3:7].[NH2:11][CH2:12][CH2:13][N:14]1[CH2:19][CH2:18][NH:17][CH2:16][CH2:15]1>>[CH3:10][Si:5]([O:8][CH3:9])([O:6][CH3:7])[CH2:4][CH2:3][CH2:2][NH:11][CH2:12][CH2:13][N:14]1[CH2:19][CH2:18][NH:17][CH2:16][CH2:15]1. Procedure details: Starting with 182.7 g of chloropropylmethyldimethoxysilane and 79 g of 2-aminoethylpiperazine, the procedure described in Example 2 was used to prepare 75 g of the title compound, boiling point range 90°-110° C. at 5 mm Hg (34 kPa). Starting materials: Cl(=O)[O-].[Na+] (sodium chlorite), S(N)(O)(=O)=O (sulphamic acid), C1(=CC=C(C=C1)COC1=CC=C(C=C1)CCCOC1=C(C=C(C(=O)OCC)C=C1)C=O)C1=CC=CC=C1 (ethyl 4-{3-[4-(1,1′-biphenyl-4-ylmethoxy)phenyl]propoxy}-3-formylbenzoate), C1CCOC1 (THF). The solvent is O (water), O (water), O (water). Reaction conditions: temperature 0 celsius, time 15 minute. Product: C1(=CC=C(C=C1)COC1=CC=C(C=C1)CCCOC1=C(C(=O)O)C=C(C=C1)C(=O)OCC)C1=CC=CC=C1 (2-{3-[4-(1,1′-Biphenyl-4-ylmethoxy)phenyl]propoxy}-5-(ethoxycarbonyl)benzoic acid). As a reaction SMILES: [C:1]1([C:32]2[CH:37]=[CH:36][CH:35]=[CH:34][CH:33]=2)[CH:6]=[CH:5][C:4]([CH2:7][O:8][C:9]2[CH:14]=[CH:13][C:12]([CH2:15][CH2:16][CH2:17][O:18][C:19]3[CH:29]=[CH:28][C:22]([C:23]([O:25][CH2:26][CH3:27])=[O:24])=[CH:21][C:20]=3[CH:30]=[O:31])=[CH:11][CH:10]=2)=[CH:3][CH:2]=1.C1C[O:41]CC1.Cl([O-])=O.[Na+].S(=O)(=O)(O)N>O>[C:1]1([C:32]2[CH:33]=[CH:34][CH:35]=[CH:36][CH:37]=2)[CH:2]=[CH:3][C:4]([CH2:7][O:8][C:9]2[CH:10]=[CH:11][C:12]([CH2:15][CH2:16][CH2:17][O:18][C:19]3[CH:29]=[CH:28][C:22]([C:23]([O:25][CH2:26][CH3:27])=[O:24])=[CH:21][C:20]=3[C:30]([OH:41])=[O:31])=[CH:13][CH:14]=2)=[CH:5][CH:6]=1 |f:2.3|. Reported procedure: 3.10 g (6.28 mmol) of ethyl 4-{3-[4-(1,1′-biphenyl-4-ylmethoxy)phenyl]propoxy}-3-formylbenzoate are introduced into 50 ml of THF. At about 0° C. (internal temperature), solutions of 2.13 g (18.8 nmol) of sodium chlorite in 2.5 ml of water and 1.83 g (18.8 mmol) of sulphamic acid in 9 ml of water are simultaneously added dropwise. The mixture is then stirred at 0° C. for 15 minutes. The reaction mixture is added to 120 ml of water and extracted with ethyl acetate (four times 60 ml). The combined ...